From a dataset of the Open Reaction Database (ORD), a public repository of structured organic reaction records. describe an organic reaction: reactants, conditions, products, and yield Starting materials: C(C1=CC=CC=C1)(=O)N1C(CCC1)C1=CC(=CC=C1)OC (1-benzoyl-2-(3-methoxyphenyl)pyrrolidine), B(Br)(Br)Br (boron tribromide). Run in C(Cl)(Cl)Cl (chloroform). Product: C(C1=CC=CC=C1)(=O)N1C(CCC1)C=1C=C(C=CC1)O (3-[1-Benzoyl-2-pyrrolidinyl]phenol). Yield: 93.7%. As a reaction SMILES: [C:1]([N:9]1[CH2:13][CH2:12][CH2:11][CH:10]1[C:14]1[CH:19]=[CH:18][CH:17]=[C:16]([O:20]C)[CH:15]=1)(=[O:8])[C:2]1[CH:7]=[CH:6][CH:5]=[CH:4][CH:3]=1.B(Br)(Br)Br>C(Cl)(Cl)Cl>[C:1]([N:9]1[CH2:13][CH2:12][CH2:11][CH:10]1[C:14]1[CH:15]=[C:16]([OH:20])[CH:17]=[CH:18][CH:19]=1)(=[O:8])[C:2]1[CH:3]=[CH:4][CH:5]=[CH:6][CH:7]=1. Reported procedure: To a solution of 1-benzoyl-2-(3-methoxyphenyl)pyrrolidine (1.0 g) in chloroform (40 ml) was added boron tribromide (99%, 1.0 ml) at -10° C., under nitrogen. The cooling bath was removed after 15 rains, and the reaction mixture was allowed to warm to ambient temperature. Crushed ice was added to the reaction mixture followed by 5:1-chloroform/2-propanol. The layers were separated, and the aqueous phase was extracted with 5:1-chloroform/2-propanol (2 times). The combined organic extracts were wash... Starting materials: CO, Cl, Cl, CC1OC(=O)C(N)C1C(=O)O. Yields the product Cl, COC(=O)C1C(C)OC(=O)C1N. As a reaction SMILES: [CH3:14][OH:15].[ClH:13].[ClH:1].[NH2:2][CH:3]1[C:4](=[O:5])[O:6][CH:7]([CH3:12])[CH:8]1[C:9](=[O:10])[OH:11]>>[ClH:1].[NH2:2][CH:3]1[C:4](=[O:5])[O:6][CH:7]([CH3:12])[CH:8]1[C:9](=[O:10])[O:11][CH3:14]. The reactants are CO (methanol), OC(C(=O)O)CCCCCCCC (racemic 2-hydroxydecanoic acid), racemic methyl ester, racemic methyl ester, OC(C(=O)O)CCCCCCCC (2-hydroxydecanoic acid), Cl (hydrochloric acid). Yields the product COC([C@@H](CCCCCCCC)O)=O ((R)-methyl-2-hydroxydecanoate), O[C@H](C(=O)O)CCCCCCCC ((S)-2-hydroxydecanoic acid), VIII. RXN SMILES: [OH:1][CH:2]([CH2:6][CH2:7][CH2:8][CH2:9][CH2:10][CH2:11][CH2:12][CH3:13])[C:3]([OH:5])=[O:4].Cl.[CH3:15]O>>[CH3:15][O:4][C:3](=[O:5])[C@H:2]([OH:1])[CH2:6][CH2:7][CH2:8][CH2:9][CH2:10][CH2:11][CH2:12][CH3:13].[OH:1][C@@H:2]([CH2:6][CH2:7][CH2:8][CH2:9][CH2:10][CH2:11][CH2:12][CH3:13])[C:3]([OH:5])=[O:4]. Reported procedure: An alternate novel method of resolving 2-hydroxydecanoic acid is illustrated in scheme 3. According to this method, racemic 2-hydroxydecanoic acid (VI) is first converted to the racemic methyl ester (X) by reacting it with methanol and hydrochloric acid as described for the analogous reaction in scheme 2 (VIII→IX). The racemic methyl ester (X) is then reacted with Lipase P-30 to form (R)-methyl-2-hydroxydecanoate (IX) and (S)-2-hydroxydecanoic acid (VIII'). This reaction is typically carried out... The reactants are C(C)(=O)NC1=CC=C(C=C1C1=C(C=C(C=C1C)OCC1(CCS(CC1)(=O)=O)O)C)CN(C1=CC(=C(C=C1)CCC(=O)OCC)F)S(=O)(=O)C1=C(C=CC=C1)[N+](=O)[O-] (ethyl 3-(4-{({6-(acetylamino)-4′-[(4-hydroxy-1,1-dioxidotetrahydro-2H-thiopyran-4-yl)methoxy]-2′,6′-dimethylbiphenyl-3-yl}methyl)[(2-nitrophenyl)sulfonyl]amino}-2-fluorophenyl)propanoate), SCC(=O)O (mercaptoacetic acid), O.[OH-].[Li+] (lithium hydroxide monohydrate). The solvent is [Cl-].[Na+].O (Brine), CN(C=O)C (N,N-dimethylformamide). Run at time 3 day. Product: C(C)(=O)NC1=CC=C(C=C1C1=C(C=C(C=C1C)OCC1(CCS(CC1)(=O)=O)O)C)CNC1=CC(=C(C=C1)CCC(=O)OCC)F (ethyl 3-{4-[({6-(acetylamino)-4′-[(4-hydroxy-1,1-dioxidotetrahydro-2H-thiopyran-4-yl)methoxy]-2′,6′-dimethylbiphenyl-3-yl}methyl)amino]-2-fluorophenyl}propanoate). Yield: 91.6%. RXN SMILES: [C:1]([NH:4][C:5]1[C:10]([C:11]2[C:16]([CH3:17])=[CH:15][C:14]([O:18][CH2:19][C:20]3([OH:28])[CH2:25][CH2:24][S:23](=[O:27])(=[O:26])[CH2:22][CH2:21]3)=[CH:13][C:12]=2[CH3:29])=[CH:9][C:8]([CH2:30][N:31](S(C2C=CC=CC=2[N+]([O-])=O)(=O)=O)[C:32]2[CH:37]=[CH:36][C:35]([CH2:38][CH2:39][C:40]([O:42][CH2:43][CH3:44])=[O:41])=[C:34]([F:45])[CH:33]=2)=[CH:7][CH:6]=1)(=[O:3])[CH3:2].SCC(O)=O.O.[OH-].[Li+]>CN(C)C=O.[Cl-].[Na+].O>[C:1]([NH:4][C:5]1[C:10]([C:11]2[C:16]([CH3:17])=[CH:15][C:14]([O:18][CH2:19][C:20]3([OH:28])[CH2:25][CH2:24][S:23](=[O:26])(=[O:27])[CH2:22][CH2:21]3)=[CH:13][C:12]=2[CH3:29])=[CH:9][C:8]([CH2:30][NH:31][C:32]2[CH:37]=[CH:36][C:35]([CH2:38][CH2:39][C:40]([O:42][CH2:43][CH3:44])=[O:41])=[C:34]([F:45])[CH:33]=2)=[CH:7][CH:6]=1)(=[O:3])[CH3:2] |f:2.3.4,6.7.8|. Procedure: To a solution of ethyl 3-(4-{({6-(acetylamino)-4′-[(4-hydroxy-1,1-dioxidotetrahydro-2H-thiopyran-4-yl)methoxy]-2′,6′-dimethylbiphenyl-3-yl}methyl)[(2-nitrophenyl)sulfonyl]amino}-2-fluorophenyl)propanoate (246 mg, 0.30 mmol) and mercaptoacetic acid (62.6 μL, 0.90 mmol) in N,N-dimethylformamide (2 mL) was added lithium hydroxide monohydrate (75.5 mg, 1.80 mmol), and the mixture was stirred at room temperature for 3 days. Brine was added to the reaction mixture, and the mixture was extracted with e... Starting materials: S1C=NC2=C1C=C(C=C2)NC2=CC(=C(C=N2)C2=NN=C(O2)C(CO[Si](C)(C)C(C)(C)C)NC(OC(C)(C)C)=O)NC(C)C (tert-butyl (1-(5-(6-(benzo[d]thiazol-6-ylamino)-4-(isopropylamino)pyridin-3-yl)-1,3,4-oxadiazol-2-yl)-2-((tert-butyldimethylsilyl)oxy)ethyl)carbamate), Cl (HCl), CCOCC (ether). Solvent: C(Cl)Cl (DCM). Reaction conditions: temperature 0 celsius, time 30 minute. Yields the product desired compound, NC(CO)C=1OC(=NN1)C=1C=NC(=CC1NC(C)C)NC1=CC2=C(N=CS2)C=C1 (2-amino-2-(5-(6-(benzo[d]thiazol-6-ylamino)-4-(isopropylamino)pyridin-3-yl)-1,3,4-oxadiazol-2-yl)ethanol). As a reaction SMILES: [S:1]1[C:5]2[CH:6]=[C:7]([NH:10][C:11]3[N:16]=[CH:15][C:14]([C:17]4[O:21][C:20]([CH:22]([NH:32]C(=O)OC(C)(C)C)[CH2:23][O:24][Si](C(C)(C)C)(C)C)=[N:19][N:18]=4)=[C:13]([NH:40][CH:41]([CH3:43])[CH3:42])[CH:12]=3)[CH:8]=[CH:9][C:4]=2[N:3]=[CH:2]1.CCOCC.Cl>C(Cl)Cl>[NH2:32][CH:22]([C:20]1[O:21][C:17]([C:14]2[CH:15]=[N:16][C:11]([NH:10][C:7]3[CH:8]=[CH:9][C:4]4[N:3]=[CH:2][S:1][C:5]=4[CH:6]=3)=[CH:12][C:13]=2[NH:40][CH:41]([CH3:43])[CH3:42])=[N:18][N:19]=1)[CH2:23][OH:24]. Reported procedure: tert-butyl (1-(5-(6-(benzo[d]thiazol-6-ylamino)-4-(isopropylamino)pyridin-3-yl)-1,3,4-oxadiazol-2-yl)-2-((tert-butyldimethylsilyl)oxy)ethyl)carbamate (56) (60 mg, 0.096 mmol) was dissolved in DCM (5 mL), cooled to 0° C. Added ether.HCl (5 mL) to the reaction mixture, stirred at 0° C. for 10 min. Gradually the reaction temperature was raised to room temperature and stirred for 30 min. The reaction mass was concentrated under reduced pressure. The crude material obtained was purified by prep. HPLC... Starting materials: S1C(=CC=C1)C1=CC=NO1 (5-(2-Thienyl)isoxazole), COC(N(C)C)OC (dimethylformamide dimethyl acetal). The product is CN(C)C=C(C#N)C(C=1SC=CC1)=O (α-[(Dimethylamino)methylene]-β-oxo-2-thiophenepropanenitrile), solid. The yield is 76.0%. As a reaction SMILES: [S:1]1[CH:5]=[CH:4][CH:3]=[C:2]1[C:6]1[O:10][N:9]=[CH:8][CH:7]=1.CO[CH:13](OC)[N:14]([CH3:16])[CH3:15]>>[CH3:16][N:14]([CH:13]=[C:7]([C:6](=[O:10])[C:2]1[S:1][CH:5]=[CH:4][CH:3]=1)[C:8]#[N:9])[CH3:15]. Procedure details: A mixture of Compound 4 (13.0 g, 86 mmol) and dimethylformamide dimethyl acetal (22.4 g, 188 mmol) was refluxed under nitrogen for 3 hrs. Solid precipitated from the reaction mixture. The reaction mixture was cooled, diluted with dichloromethane and ether (1:10, 200 mL). The solid was collected by filtration, triturated with a solution of dichloromethane and ether (1:20, 100 mL). Compound 5 was obtained as an orange solid (13.5 g, 65.4 mmol, 76%). GC/MS, m/z=206 at tR=13.39 min (100%). LC/MS, [M... Starting materials: CCO, NC1CCCCC1, CC(=O)Nc1ccc(-c2ccc(C(=O)CCC(=O)O)cc2)cc1Br. As a reaction SMILES: [CH3:32][CH2:33][OH:34].[NH2:25][CH:26]1[CH2:27][CH2:28][CH2:29][CH2:30][CH2:31]1.[NH:1]([C:2](=[O:3])[CH3:4])[c:5]1[c:6]([Br:24])[cH:7][c:8](-[c:11]2[cH:12][cH:13][c:14]([C:17]([CH2:18][CH2:19][C:20](=[O:21])[OH:22])=[O:23])[cH:15][cH:16]2)[cH:9][cH:10]1>>[NH:1]([C:2](=[O:3])[CH3:4])[c:5]1[c:6]([Br:24])[cH:7][c:8](-[c:11]2[cH:12][cH:13][c:14]([CH:17]([CH2:18][CH2:19][C:20](=[O:21])[OH:22])[OH:23])[cH:15][cH:16]2)[cH:9][cH:10]1. The product is CC(=O)Nc1ccc(-c2ccc(C(O)CCC(=O)O)cc2)cc1Br.